This data is from the Open Reaction Database (ORD), a public repository of structured organic reaction records. The task is: describe an organic reaction: reactants, conditions, products, and yield The reactants are C1(=CC=CC=C1)S(=O)(=O)Cl (benzene sulfonyl chloride), COC1=CC(=NC=C1)CCC1=NC=2C(=NC=C(C2)C2=CC=C(C=C2)N)N1 (2-[2-(4-methoxypyridin-2-yl)ethyl]-6-(4-aminophenyl)-3H-imidazo[4,5-b]pyridine). The solvent is N1=CC=CC=C1 (pyridine). Reaction conditions: time 3 hour. The product is COC1=CC(=NC=C1)CCC1=NC=2C(=NC=C(C2)C2=CC=C(C=C2)NS(=O)(=O)C2=CC=CC=C2)N1 (N-(4-{2-[2-(4-Methoxypyridin-2-yl)ethyl]-3H-imidazo[4,5-b]pyridin-6-yl}phenyl)-benzenesulfonamide). Reaction SMILES: [C:1]1([S:7](Cl)(=[O:9])=[O:8])[CH:6]=[CH:5][CH:4]=[CH:3][CH:2]=1.[CH3:11][O:12][C:13]1[CH:18]=[CH:17][N:16]=[C:15]([CH2:19][CH2:20][C:21]2[NH:36][C:24]3=[N:25][CH:26]=[C:27]([C:29]4[CH:34]=[CH:33][C:32]([NH2:35])=[CH:31][CH:30]=4)[CH:28]=[C:23]3[N:22]=2)[CH:14]=1>N1C=CC=CC=1>[CH3:11][O:12][C:13]1[CH:18]=[CH:17][N:16]=[C:15]([CH2:19][CH2:20][C:21]2[NH:36][C:24]3=[N:25][CH:26]=[C:27]([C:29]4[CH:34]=[CH:33][C:32]([NH:35][S:7]([C:1]5[CH:6]=[CH:5][CH:4]=[CH:3][CH:2]=5)(=[O:9])=[O:8])=[CH:31][CH:30]=4)[CH:28]=[C:23]3[N:22]=2)[CH:14]=1. Reported procedure: 0.047 ml of benzene sulfonyl chloride are added to 0.115 g of 2-[2-(4-methoxypyridin-2-yl)ethyl]-6-(4-aminophenyl)-3H-imidazo[4,5-b]pyridine (example 27) in 1 ml of pyridine and the mixture is stirred at ambient temperature for three hours. The solvent is evaporated in vacuo and the residue is is chromatographed on a silica gel column (dichloromethane/methanol 30–20:1+1% triethylamine). Concentration of the chromatographically pure fractions and drying gives 0.093 g of the title compound as a so... Reactants: C(C)N1N=CC=2C1=NC(=C(C2C=2C=NC=C(C2)C)COCC(=O)OC(C)(C)C)COC (tert-Butyl {[1-ethyl-6-(methoxymethyl)-4-(5-methyl-3-pyridyl)-1H-pyrazolo[3,4-b]pyridin-5-yl]methoxy}acetate). Run in FC(C(=O)O)(F)F.C(Cl)Cl (trifluoroacetic acid DCM). Run at time 30 minute. Yields the product C(C)N1N=CC=2C1=NC(=C(C2C=2C=NC=C(C2)C)COCC(=O)O)COC ({[1-ethyl-6-(methoxymethyl)-4-(5-methyl-3-pyridyl)-1H-pyrazolo[3,4-b]pyridin-5-yl]methoxy}acetic acid). The yield is 57.6%. As a reaction SMILES: [CH2:1]([N:3]1[C:7]2=[N:8][C:9]([CH2:29][O:30][CH3:31])=[C:10]([CH2:19][O:20][CH2:21][C:22]([O:24]C(C)(C)C)=[O:23])[C:11]([C:12]3[CH:13]=[N:14][CH:15]=[C:16]([CH3:18])[CH:17]=3)=[C:6]2[CH:5]=[N:4]1)[CH3:2]>FC(F)(F)C(O)=O.C(Cl)Cl>[CH2:1]([N:3]1[C:7]2=[N:8][C:9]([CH2:29][O:30][CH3:31])=[C:10]([CH2:19][O:20][CH2:21][C:22]([OH:24])=[O:23])[C:11]([C:12]3[CH:13]=[N:14][CH:15]=[C:16]([CH3:18])[CH:17]=3)=[C:6]2[CH:5]=[N:4]1)[CH3:2] |f:1.2|. Procedure details: tert-Butyl {[1-ethyl-6-(methoxymethyl)-4-(5-methyl-3-pyridyl)-1H-pyrazolo[3,4-b]pyridin-5-yl]methoxy}acetate (50 mg) was dissolved in 80% trifluoroacetic acid-DCM (2 ml) and stirred at room temperature for 30 minutes. Solvent was evaporated and the residue was purified by flash column chromatography on silica gel (CHCl3-MeOH 95:5) to give {[1-ethyl-6-(methoxymethyl)-4-(5-methyl-3-pyridyl)-1H-pyrazolo[3,4-b]pyridin-5-yl]methoxy}acetic acid (25 mg) as colorless solid. The reactants are O=CC(=O)O, COc1ccc(B(O)O)cc1OC, CC#N, NC(=O)c1cccc(N)c1, CN(C)C=O, O. Product: COc1ccc(C(Nc2cccc(C(N)=O)c2)C(=O)O)cc1OC. RXN SMILES: [C:25]([CH:26]=[O:27])(=[O:28])[OH:29].[CH3:11][O:12][c:13]1[cH:14][c:15]([B:21]([OH:22])[OH:23])[cH:16][cH:17][c:18]1[O:19][CH3:20].[CH3:30][C:31]#[N:32].[NH2:1][c:2]1[cH:3][c:4]([C:5](=[O:6])[NH2:7])[cH:8][cH:9][cH:10]1.[O:33]=[CH:34][N:35]([CH3:36])[CH3:37].[OH2:24]>>[NH:1]([c:2]1[cH:3][c:4]([C:5](=[O:6])[NH2:7])[cH:8][cH:9][cH:10]1)[CH:26]([c:15]1[cH:14][c:13]([O:12][CH3:11])[c:18]([O:19][CH3:20])[cH:17][cH:16]1)[C:25](=[O:28])[OH:29]. Reactants: C(C1=CC=CC=C1)(=O)OC[C@H]1O[C@H]([C@@H](C1)CC(=C)C)N1C(SC2=C1N=C(NC2=O)N)=O ([(2S,4R,5R)-5-(5-amino-2,7-dioxo-6H-thiazolo[4,5-d]pyrimidin-3-yl)-4-(2-methylallyl)tetrahydrofuran-2-yl]methyl benzoate), C(C1=CC=CC=C1)(=O)OC[C@H]1O[C@H]([C@@H](C1)CC(=C)C)N1C(SC2=C1N=C(NC2=O)N)=O ([(2S,4R,5R)-5-(5-amino-2,7-dioxo-6H-thiazolo[4,5-d]pyrimidin-3-yl)-4-(2-methylallyl)tetrahydrofuran-2-yl]methyl benzoate), C(=O)([O-])[O-].[K+].[K+] (K2CO3). Solvent: CO (methanol). Yields the product NC=1NC(C2=C(N1)N(C(S2)=O)[C@@H]2O[C@@H](C[C@H]2CC(=C)C)CO)=O (5-Amino-3-[(2R,3R,5S)-5-(hydroxymethyl)-3-(2-methylallyl)tetrahydrofuran-2-yl]-6H-thiazolo[4,5-d]pyrimidine-2,7-dione). Yield: 29.6%. As a reaction SMILES: C([O:9][CH2:10][C@@H:11]1[CH2:15][C@@H:14]([CH2:16][C:17]([CH3:19])=[CH2:18])[C@H:13]([N:20]2[C:24]3[N:25]=[C:26]([NH2:30])[NH:27][C:28](=[O:29])[C:23]=3[S:22][C:21]2=[O:31])[O:12]1)(=O)C1C=CC=CC=1.C([O-])([O-])=O.[K+].[K+]>CO>[NH2:30][C:26]1[NH:27][C:28](=[O:29])[C:23]2[S:22][C:21](=[O:31])[N:20]([C@H:13]3[C@H:14]([CH2:16][C:17]([CH3:19])=[CH2:18])[CH2:15][C@@H:11]([CH2:10][OH:9])[O:12]3)[C:24]=2[N:25]=1 |f:1.2.3|. Procedure details: A solution of [(2S,4R,5R)-5-(5-amino-2,7-dioxo-6H-thiazolo[4,5-d]pyrimidin-3-yl)-4-(2-methylallyl)tetrahydrofuran-2-yl]methyl benzoate (compound 41b, 180 mg, 0.41 mmol) in methanol was stirred with K2CO3 (150 mg, 1.09 mmol) at room temperature for 4 hours. The reaction was quenched by addition of acetic acid and the resulting mixture was concentrated in vacuo. The residue was purified by preparative HPLC to afford 41 mg of 3-[(2R,3R,5S)-3-allyl-5-(hydroxymethyl)tetrahydrofuran-2-yl]-5-amino-6H-t... The reactants are CC(C)(C)OC(=O)NC1(C)CN(Cc2ccccc2)C(=O)C12CC2, Cc1ccccc1, Cl, O. The product is CC1(N)CN(Cc2ccccc2)C(=O)C12CC2. As a reaction SMILES: [CH2:1]([c:2]1[cH:3][cH:4][cH:5][cH:6][cH:7]1)[N:8]1[C:9](=[O:24])[C:10]2([CH2:11][CH2:12]2)[C:13]([CH3:15])([NH:16][C:17]([O:18][C:19]([CH3:20])([CH3:21])[CH3:22])=[O:23])[CH2:14]1.[CH3:27][c:28]1[cH:29][cH:30][cH:31][cH:32][cH:33]1.[ClH:25].[OH2:26]>>[CH2:1]([c:2]1[cH:3][cH:4][cH:5][cH:6][cH:7]1)[N:8]1[C:9](=[O:24])[C:10]2([CH2:11][CH2:12]2)[C:13]([CH3:15])([NH2:16])[CH2:14]1. The reactants are [Cl-].COC=C1C(C=CC=C1)[PH+](C1=CC=CC=C1)C1=CC=CC=C1 (methoxymethylene-triphenyl-phosphonium chloride), CC(C)([O-])C.[K+] (potassium tert-butoxide), O1C(CCCC1)OC1=C(C(=O)C2=NOCCO2)C=CC=C1 (3-[2-(tetrahydropyran-2-yloxy)-benzoyl]-5,6-dihydro-1,4,2-dioxazine). The solvent is O1CCCC1 (tetrahydrofuran), O1CCCC1 (tetrahydrofuran). Run at temperature 20 celsius, time 20 minute. Yields the product O1C(CCCC1)OC1=C(C=CC=C1)C(=COC)C1=NOCCO1 (3-{1-[2-(tetrahydropyran-2-yloxy)-phenyl]-2-methoxyethen-1-yl}-5,6-dihydro-1,4,2-dioxazine). Isolated yield 63.0%. RXN SMILES: [Cl-].[CH3:2][O:3][CH:4]=C1C=CC=CC1[PH+](C1C=CC=CC=1)C1C=CC=CC=1.CC(C)([O-])C.[K+].[O:30]1[CH2:35][CH2:34][CH2:33][CH2:32][CH:31]1[O:36][C:37]1[CH:50]=[CH:49][CH:48]=[CH:47][C:38]=1[C:39]([C:41]1[O:46][CH2:45][CH2:44][O:43][N:42]=1)=O>O1CCCC1>[O:30]1[CH2:35][CH2:34][CH2:33][CH2:32][CH:31]1[O:36][C:37]1[CH:50]=[CH:49][CH:48]=[CH:47][C:38]=1[C:39]([C:41]1[O:46][CH2:45][CH2:44][O:43][N:42]=1)=[CH:2][O:3][CH3:4] |f:0.1,2.3|. Procedure: A mixture of 31.2 g (0.091 mol) of methoxymethylene-triphenyl-phosphonium chloride and 10.2 g (0.091 mol) of potassium tert-butoxide in 100 ml of tetrahydrofuran is stirred for 20 minutes at 20° C. A solution of 13.3 g (0.0457 mol) of 3-[2-(tetrahydropyran-2-yloxy)-benzoyl]-5,6-dihydro-1,4,2-dioxazine in 100 ml of tetrahydrofuran is then added, and the mixture is refluxed at the boil for 12 hours. The mixture is concentrated under reduced pressure and the residue is partitioned between water and... Reactants: Cc1ccc(Cn2ccc([N+](=O)[O-])n2)cc1, NN, C1CCOC1. The product is Cc1ccc(Cn2ccc(N)n2)cc1. RXN SMILES: [CH3:1][c:2]1[cH:3][cH:4][c:5]([CH2:6][n:7]2[n:8][c:9]([N+:12]([O-:13])=[O:14])[cH:10][cH:11]2)[cH:15][cH:16]1.[NH2:22][NH2:23].[O:17]1[CH2:18][CH2:19][CH2:20][CH2:21]1>>[CH3:1][c:2]1[cH:3][cH:4][c:5]([CH2:6][n:7]2[n:8][c:9]([NH2:12])[cH:10][cH:11]2)[cH:15][cH:16]1. The reactants are CC(C)c1cc(-c2c3ccccc3c(Br)c3sc4ccccc4c23)cc(C(C)C)c1O, O=C(O)C(O)Cc1ccccc1. Yields the product CC(C)c1cc(-c2c3ccccc3c(Br)c3sc4ccccc4c23)cc(C(C)C)c1OC(Cc1ccccc1)C(=O)O. RXN SMILES: [Br:1][c:2]1[c:3]2[cH:4][cH:5][cH:6][cH:7][c:8]2[c:9](-[c:19]2[cH:20][c:21]([CH:29]([CH3:30])[CH3:31])[c:22]([OH:28])[c:23]([CH:25]([CH3:26])[CH3:27])[cH:24]2)[c:10]2[c:11]3[c:12]([s:13][c:14]12)[cH:15][cH:16][cH:17][cH:18]3.[OH:32][CH:33]([C:34](=[O:35])[OH:36])[CH2:37][c:38]1[cH:39][cH:40][cH:41][cH:42][cH:43]1>>[Br:1][c:2]1[c:3]2[cH:4][cH:5][cH:6][cH:7][c:8]2[c:9](-[c:19]2[cH:20][c:21]([CH:29]([CH3:30])[CH3:31])[c:22]([O:28][CH:33]([C:34](=[O:35])[OH:36])[CH2:37][c:38]3[cH:39][cH:40][cH:41][cH:42][cH:43]3)[c:23]([CH:25]([CH3:26])[CH3:27])[cH:24]2)[c:10]2[c:11]3[c:12]([s:13][c:14]12)[cH:15][cH:16][cH:17][cH:18]3. Solvent: C(Cl)(Cl)Cl (chloroform). Procedure: 3,3-Dimethyl-1,3-dihydro-2H-indol-2-one (1.12 g, 6.95 mmol) was dissolved in chloroform and stirred at room temperature under nitrogen. Bromine (1.12 g) was added and the mixture was heated under reflux until HBr evolution ceased and the bromine colour was discharged from the solution. The solution was washed with sodium metabisulphite solution and sodium hydrogen carbonate solution, dried (MgSO4), filtered and concentrated to dry under reduced pressure to give 5-bromo-3,3-dimethyl-1,3-dihydro-2... RXN SMILES: [CH3:1][C:2]1([CH3:12])[C:10]2[C:5](=[CH:6][CH:7]=[CH:8][CH:9]=2)[NH:4][C:3]1=[O:11].[Br:13]Br.Br>C(Cl)(Cl)Cl>[Br:13][C:8]1[CH:9]=[C:10]2[C:5](=[CH:6][CH:7]=1)[NH:4][C:3](=[O:11])[C:2]2([CH3:12])[CH3:1]. Yields the product BrC=1C=C2C(C(NC2=CC1)=O)(C)C (5-bromo-3,3-dimethyl-1,3-dihydro-2H-indol-2-one). Starting materials: BrBr (bromine), CC1(C(NC2=CC=CC=C12)=O)C (3,3-Dimethyl-1,3-dihydro-2H-indol-2-one), Br (HBr), BrBr (Bromine). The reactants are CC(C)CC1CN(C(=O)OCc2ccccc2)C2(CC2)CN1C(=O)OC(C)(C)C, Cl, C1COCCO1, C1COCCO1. The product is CC(C)CC1CN(C(=O)OCc2ccccc2)C2(CC2)CN1, Cl. RXN SMILES: [CH2:8]([CH:9]([CH3:10])[CH3:11])[CH:12]1[CH2:13][N:14]([C:27](=[O:28])[O:29][CH2:30][c:31]2[cH:32][cH:33][cH:34][cH:35][cH:36]2)[C:15]2([CH2:16][CH2:17]2)[CH2:18][N:19]1[C:20]([O:21][C:22]([CH3:23])([CH3:24])[CH3:25])=[O:26].[ClH:7].[O:1]1[CH2:2][CH2:3][O:4][CH2:5][CH2:6]1.[O:37]1[CH2:38][CH2:39][O:40][CH2:41][CH2:42]1>>[CH2:8]([CH:9]([CH3:10])[CH3:11])[CH:12]1[CH2:13][N:14]([C:27](=[O:28])[O:29][CH2:30][c:31]2[cH:32][cH:33][cH:34][cH:35][cH:36]2)[C:15]2([CH2:16][CH2:17]2)[CH2:18][NH:19]1.[ClH:7].